This data is from the Open Reaction Database (ORD), a public repository of structured organic reaction records. The task is: describe an organic reaction: reactants, conditions, products, and yield The reactants are ClCCCl, CNOC, CN(CC(CC1CCCCC1)NC(=O)c1cccc(C(=O)O)c1)C(=O)OCC[Si](C)(C)C, CCN(C(C)C)C(C)C, ClCCl, Cl, On1nnc2ccccc21. The product is CON(C)C(=O)c1cccc(C(=O)NC(CC2CCCCC2)CN(C)C(=O)OCC[Si](C)(C)C)c1. As a reaction SMILES: [CH2:38]([Cl:39])[CH2:40][Cl:41].[CH3:34][NH:35][O:36][CH3:37].[CH:1]1([CH2:7][CH:8]([CH2:9][N:10]([C:11](=[O:12])[O:13][CH2:14][CH2:15][Si:16]([CH3:17])([CH3:18])[CH3:19])[CH3:20])[NH:21][C:22](=[O:23])[c:24]2[cH:25][c:26]([C:27](=[O:28])[OH:29])[cH:30][cH:31][cH:32]2)[CH2:2][CH2:3][CH2:4][CH2:5][CH2:6]1.[CH:52]([N:53]([CH2:54][CH3:55])[CH:56]([CH3:57])[CH3:58])([CH3:59])[CH3:60].[Cl:61][CH2:62][Cl:63].[ClH:33].[OH:42][n:43]1[c:44]2[c:45]([cH:46][cH:47][cH:48][cH:49]2)[n:50][n:51]1>>[CH:1]1([CH2:7][CH:8]([CH2:9][N:10]([C:11](=[O:12])[O:13][CH2:14][CH2:15][Si:16]([CH3:17])([CH3:18])[CH3:19])[CH3:20])[NH:21][C:22](=[O:23])[c:24]2[cH:25][c:26]([C:27](=[O:28])[N:35]([CH3:34])[O:36][CH3:37])[cH:30][cH:31][cH:32]2)[CH2:2][CH2:3][CH2:4][CH2:5][CH2:6]1.